The task is: describe an organic reaction: reactants, conditions, products, and yield. This data is from the Open Reaction Database (ORD), a public repository of structured organic reaction records. Starting materials: ClCC(=O)OC1C2=C(N(CCC1)C(C1=C(C=C(C=C1)NC(C1=C(C=CC=C1)C)=O)C)=O)C=CC(=C2)Cl ({7-Chloro-1-[2-methyl-4-(2-methyl-benzoylamino)-benzoyl]-2,3,4,5-tetrahydro-1H-benzo[b]azepin-5-yl} chloroacetate), Cl.N(C)CC(=O)OCC (ethyl sarcosinate hydrochloride), C([O-])([O-])=O.[K+].[K+] (potassium carbonate), CN(C=O)C (dimethylformamide). Run in O (Water). Reaction conditions: temperature 60 celsius, time 1 hour. Yields the product C(C)OC(=O)CN(C(=O)OCC(=O)OC1C2=C(N(CCC1)C(C1=C(C=C(C=C1)NC(C1=C(C=CC=C1)C)=O)C)=O)C=CC(=C2)Cl)C ({7-chloro-1-[2-methyl-4-(2-methyl-benzoylamino)-benzoyl]-2,3,4,5-tetrahydro-1H-benzo[b]azepin-5-yl} (ethoxycarbonylmethyl-methyl-carbamoyloxy)acetate). Isolated yield 53.4%. Reaction SMILES: Cl[CH2:2][C:3]([O:5][CH:6]1[CH2:12][CH2:11][CH2:10][N:9]([C:13](=[O:31])[C:14]2[CH:19]=[CH:18][C:17]([NH:20][C:21](=[O:29])[C:22]3[CH:27]=[CH:26][CH:25]=[CH:24][C:23]=3[CH3:28])=[CH:16][C:15]=2[CH3:30])[C:8]2[CH:32]=[CH:33][C:34]([Cl:36])=[CH:35][C:7]1=2)=[O:4].Cl.[NH:38]([CH2:40][C:41]([O:43][CH2:44][CH3:45])=[O:42])[CH3:39].[C:46](=[O:49])([O-:48])[O-].[K+].[K+].CN(C)C=O>O>[CH2:44]([O:43][C:41]([CH2:40][N:38]([CH3:39])[C:46]([O:48][CH2:2][C:3]([O:5][CH:6]1[CH2:12][CH2:11][CH2:10][N:9]([C:13](=[O:31])[C:14]2[CH:19]=[CH:18][C:17]([NH:20][C:21](=[O:29])[C:22]3[CH:27]=[CH:26][CH:25]=[CH:24][C:23]=3[CH3:28])=[CH:16][C:15]=2[CH3:30])[C:8]2[CH:32]=[CH:33][C:34]([Cl:36])=[CH:35][C:7]1=2)=[O:4])=[O:49])=[O:42])[CH3:45] |f:1.2,3.4.5|. Procedure: {7-Chloro-1-[2-methyl-4-(2-methyl-benzoylamino)-benzoyl]-2,3,4,5-tetrahydro-1H-benzo[b]azepin-5-yl} chloroacetate (500 mg, 0.95 mmol), ethyl sarcosinate hydrochloride (230 mg, 1.5 mmol), and potassium carbonate (414 mg, 3.0 mmol) were added to dimethylformamide (DMF) (5 ml), and the mixture was stirred at 60° C. for 1 hour. Water was added to the reaction mixture, and the resulted precipitates were collected by filtration and washed with water. The precipitates were dissolved in ethyl acetate, d... Starting materials: ClC=1N=C(C2=C(N1)N(C=C2)COCC[Si](C)(C)C)OC=2C=C(C=CC2)NC(OC(C)(C)C)=O (tert-butyl {3-[(2-chloro-7-{[2-(trimethylsilyl)ethoxy]methyl}-7H-pyrrolo[2,3-d]pyrimidin-4-yl)oxy]phenyl}carbamate), CN(CCN1N=CC(=C1)N)C (1-[2-(dimethylamino)ethyl]-1H-pyrazol-4-amine), CC1(C2=C(C(=CC=C2)P(C3=CC=CC=C3)C4=CC=CC=C4)OC5=C(C=CC=C51)P(C6=CC=CC=C6)C7=CC=CC=C7)C (Xantphos), C(=O)([O-])[O-].[Cs+].[Cs+] (Cs2CO3). Reagents/catalysts: C=1C=CC(=CC1)/C=C/C(=O)/C=C/C2=CC=CC=C2.C=1C=CC(=CC1)/C=C/C(=O)/C=C/C2=CC=CC=C2.C=1C=CC(=CC1)/C=C/C(=O)/C=C/C2=CC=CC=C2.[Pd].[Pd] (Pd2(dba)3). The solvent is O1CCOCC1 (1,4-dioxane), [Cl-].[Na+].O (brine). Conditions: temperature 140 celsius. The product is C(C)(C)(C)OC(NC1=CC(=CC=C1)OC=1C2=C(N=C(N1)NC=1C=NN(C1)CCN(C)C)N(C=C2)COCC[Si](C)(C)C)=O (tert-butyl(3-{[2-({1-[2-(dimethylamino)ethyl]-1H-pyrazol-4-yl}amino)-7-{[2-(trimethylsilyl)ethoxy]methyl}-7H-pyrrolo[2,3-d]pyrimidin-4-yl]oxy}phenyl)carbamate). RXN SMILES: Cl[C:2]1[N:3]=[C:4]([O:19][C:20]2[CH:21]=[C:22]([NH:26][C:27](=[O:33])[O:28][C:29]([CH3:32])([CH3:31])[CH3:30])[CH:23]=[CH:24][CH:25]=2)[C:5]2[CH:10]=[CH:9][N:8]([CH2:11][O:12][CH2:13][CH2:14][Si:15]([CH3:18])([CH3:17])[CH3:16])[C:6]=2[N:7]=1.[CH3:34][N:35]([CH3:44])[CH2:36][CH2:37][N:38]1[CH:42]=[C:41]([NH2:43])[CH:40]=[N:39]1.C([O-])([O-])=O.[Cs+].[Cs+].CC1(C)C2C(=C(P(C3C=CC=CC=3)C3C=CC=CC=3)C=CC=2)OC2C(P(C3C=CC=CC=3)C3C=CC=CC=3)=CC=CC1=2>O1CCOCC1.[Cl-].[Na+].O.C1C=CC(/C=C/C(/C=C/C2C=CC=CC=2)=O)=CC=1.C1C=CC(/C=C/C(/C=C/C2C=CC=CC=2)=O)=CC=1.C1C=CC(/C=C/C(/C=C/C2C=CC=CC=2)=O)=CC=1.[Pd].[Pd]>[C:29]([O:28][C:27](=[O:33])[NH:26][C:22]1[CH:23]=[CH:24][CH:25]=[C:20]([O:19][C:4]2[C:5]3[CH:10]=[CH:9][N:8]([CH2:11][O:12][CH2:13][CH2:14][Si:15]([CH3:18])([CH3:17])[CH3:16])[C:6]=3[N:7]=[C:2]([NH:43][C:41]3[CH:40]=[N:39][N:38]([CH2:37][CH2:36][N:35]([CH3:44])[CH3:34])[CH:42]=3)[N:3]=2)[CH:21]=1)([CH3:32])([CH3:31])[CH3:30] |f:2.3.4,7.8.9,10.11.12.13.14|. Procedure details: To a solution of tert-butyl {3-[(2-chloro-7-{[2-(trimethylsilyl)ethoxy]methyl}-7H-pyrrolo[2,3-d]pyrimidin-4-yl)oxy]phenyl}carbamate (300 mg, 0.61 mmol) in 1,4-dioxane (4 mL) in a microwave vial was added 1-[2-(dimethylamino)ethyl]-1H-pyrazol-4-amine (94.1 mg, 0.61 mmol) followed by Cs2CO3 (298 mg, 0.915 mmol), Pd2(dba)3 (8.2 mg, 0.009 mmol) and Xantphos (5.4 mg, 0.009 mmol) and the mixture heated in the microwave to 140° C. for 45 min. The reaction was cooled to rt and brine (20 mL) was added an... Starting materials: O=C(Cl)c1ccccc1, Clc1ccccc1. Yields the product O=C(c1ccccc1)c1ccccc1Cl. As a reaction SMILES: [C:8]([c:9]1[cH:10][cH:11][cH:12][cH:13][cH:14]1)(=[O:15])[Cl:16].[Cl:1][c:2]1[cH:3][cH:4][cH:5][cH:6][cH:7]1>>[Cl:1][c:2]1[c:3]([C:8]([c:9]2[cH:10][cH:11][cH:12][cH:13][cH:14]2)=[O:15])[cH:4][cH:5][cH:6][cH:7]1. The reactants are CCO, Cc1cc(-c2ccc(C)c([N+](=O)[O-])c2)n[nH]1, [Pd]. The product is Cc1cc(-c2ccc(C)c(N)c2)[nH]n1. As a reaction SMILES: [CH3:17][CH2:18][OH:19].[CH3:1][c:2]1[cH:3][c:4](-[c:7]2[cH:8][c:9]([N+:14]([O-:15])=[O:16])[c:10]([CH3:13])[cH:11][cH:12]2)[n:5][nH:6]1.[Pd:20]>>[CH3:1][c:2]1[cH:3][c:4](-[c:7]2[cH:8][c:9]([NH2:14])[c:10]([CH3:13])[cH:11][cH:12]2)[nH:5][n:6]1. Reactants: C(CCCC)N1C(=O)C(=O)C2=CC=C(C=C12)OC (1-pentyl-6-methoxy-isatin), N1(CCOCC1)CC(=O)NN (2-morpholin-4-ylacetohydrazide). Product: COC1=CC=C2/C(/C(N(C2=C1)CCCCC)=O)=N/NC(CN1CCOCC1)=O (N′-[(3Z)-6-methoxy-1-pentyl-2-oxo-1,2-dihydro-3H-indol-3-ylidene]-2-morpholin-4-ylacetohydrazide). Reaction SMILES: [CH2:1]([N:6]1[C:16]2[C:11](=[CH:12][CH:13]=[C:14]([O:17][CH3:18])[CH:15]=2)[C:9](=O)[C:7]1=[O:8])[CH2:2][CH2:3][CH2:4][CH3:5].[N:19]1([CH2:25][C:26]([NH:28][NH2:29])=[O:27])[CH2:24][CH2:23][O:22][CH2:21][CH2:20]1>>[CH3:18][O:17][C:14]1[CH:15]=[C:16]2[C:11](/[C:9](=[N:29]/[NH:28][C:26](=[O:27])[CH2:25][N:19]3[CH2:24][CH2:23][O:22][CH2:21][CH2:20]3)/[C:7](=[O:8])[N:6]2[CH2:1][CH2:2][CH2:3][CH2:4][CH3:5])=[CH:12][CH:13]=1. Procedure details: The title compound was prepared as a yellow solid, using 1-pentyl-6-methoxy-isatin obtained in Example 39(A) and 2-morpholin-4-ylacetohydrazide according to the synthetic method E. NMR (CDCl3): δ 0.92 (t, 3H), 1.26 (s, 1H), 1.36 to 1.39 (m, 5H), 1.64-1.72 (m, 4H), 2.61 (d, 4H), 3.29 (s, 2H), 3.84-3.87 (m, 8H), 6.41 (d, 1H), 6.60 (dd, 1H), 7.75 (d, 2H), 13.86 (br s, 1H). The reactants are ClC=1C=C(C=CC1F)N1N=CC(=C(C1=O)CCC(C)C)C1=CC=C(C=C1)S(=O)(=O)C (2-(3-chloro-4-fluorophenyl)-4-(3-methylbutyl)-5-[4-(methylsulfonyl)phenyl]-3(2H)-pyridazinone), N (NH3). Run in O (H2O). The product is ClC=1C=C(C=CC1F)N1N=CC(=C(C1=O)CCC(C)C)C1=CC=C(C=C1)S(=O)(=O)N (2-(3-Chloro-4-fluorophenyl)-4-(3-methylbutyl)-5-[4-(aminosulfonyl)phenyl]-3(2H)-pyridazinone). As a reaction SMILES: [Cl:1][C:2]1[CH:3]=[C:4]([N:9]2[C:14](=[O:15])[C:13]([CH2:16][CH2:17][CH:18]([CH3:20])[CH3:19])=[C:12]([C:21]3[CH:26]=[CH:25][C:24]([S:27](C)(=[O:29])=[O:28])=[CH:23][CH:22]=3)[CH:11]=[N:10]2)[CH:5]=[CH:6][C:7]=1[F:8].[NH3:31]>O>[Cl:1][C:2]1[CH:3]=[C:4]([N:9]2[C:14](=[O:15])[C:13]([CH2:16][CH2:17][CH:18]([CH3:20])[CH3:19])=[C:12]([C:21]3[CH:26]=[CH:25][C:24]([S:27]([NH2:31])(=[O:29])=[O:28])=[CH:23][CH:22]=3)[CH:11]=[N:10]2)[CH:5]=[CH:6][C:7]=1[F:8]. Procedure: The title compound was prepared according to the method of Example 384, substituting 2-(3-chloro-4-fluorophenyl)-4-(3-methylbutyl)-5-[4-(methylsulfonyl)phenyl]-3(2H)-pyridazinone in place of 2-benzyl-4-(4-fluorophenyl)-5-[4-(methylsulfonyl)phenyl]-3(2H)-pyridazinone (yield: 102 mg, 61.8%). mp 154-156° C. 1H NMR (300 MHz, DMSO-d6) δ 0.75 (d, 6H), 1.4, (m, 3H), 2.48 (m, 2H), 7.54 (s, 2H), 7.6 (m, 1H), 7.69 (m, 2H), 7.93 (dd, 1H), 8.05 (m, 2H). MS (DCI/NH3) m/z 450 (M+H)+, 468 (M+NH4)+. Anal. calc.... Starting materials: C(C)(C)(C)OC(=O)N(CC=O)CCC1=CC=CC=C1 (N-t-butoxycarbonyl-N-(2-oxo-ethyl)-2-phenyl-ethylamine), Cl.N1C=C(C2=CC=CC=C12)C[C@@H](CC(=O)O)N ((S)-2-(1H-indol-3-yl)-1-carboxymethyl-ethylamine hydrochloride salt), C(#N)[BH3-].[Na+] (sodium cyanoborohydride). Solvent: CO (methanol), C1CCOC1 (THF), C(C)(=O)OCC (ethyl acetate). Yields the product N1C=C(C2=CC=CC=C12)C[C@@H](CC(=O)O)NCCN(CCC1=CC=CC=C1)C(=O)OC(C)(C)C (2-[(S)-2-(1H-Indol-3-yl)-1-carboxymethyl-ethylamino]-N-(t-butoxycarbonyl)-N-(2-phenyl-ethyl)-ethylamine). RXN SMILES: [C:1]([O:5][C:6]([N:8]([CH2:12][CH2:13][C:14]1[CH:19]=[CH:18][CH:17]=[CH:16][CH:15]=1)[CH2:9][CH:10]=O)=[O:7])([CH3:4])([CH3:3])[CH3:2].Cl.[NH:21]1[C:29]2[C:24](=[CH:25][CH:26]=[CH:27][CH:28]=2)[C:23]([CH2:30][C@H:31]([NH2:36])[CH2:32][C:33]([OH:35])=[O:34])=[CH:22]1.C([BH3-])#N.[Na+]>CO.C1COCC1.C(OCC)(=O)C>[NH:21]1[C:29]2[C:24](=[CH:25][CH:26]=[CH:27][CH:28]=2)[C:23]([CH2:30][C@H:31]([NH:36][CH2:10][CH2:9][N:8]([C:6]([O:5][C:1]([CH3:4])([CH3:3])[CH3:2])=[O:7])[CH2:12][CH2:13][C:14]2[CH:19]=[CH:18][CH:17]=[CH:16][CH:15]=2)[CH2:32][C:33]([OH:35])=[O:34])=[CH:22]1 |f:1.2,3.4|. Reported procedure: Combine N-t-butoxycarbonyl-N-(2-oxo-ethyl)-2-phenyl-ethylamine (5.10 g, 19.16 mmol) and (S)-2-(1H-indol-3-yl)-1-carboxymethyl-ethylamine hydrochloride salt ((S)-tryptophan methyl ester hydrochloride salt) (4.90 g, 19.23 mmol) in methanol (50 mL) and stir for 10 minutes. Add sodium cyanoborohydride in solution (19.0 mL, 1M in THF, 19.0 mmol) and stir under an inert atmosphere for 18 hours. Concentrate in vacuo to obtain a residue. Dilute the residue with ethyl acetate and extract with water. Sepa... Starting materials: C(C)(C)(C)OC(=O)N1CC2=CC(=C(C=C2C1)SCC)C(F)(F)F (5-ethylsulfanyl-6-trifluoromethyl-1,3-dihydro-isoindole-2-carboxylic acid tert-butyl ester), Cl (hydrochloric acid). The product is Cl.C(C)SC=1C=C2CNCC2=CC1C(F)(F)F (5-Ethylsulfanyl-6-trifluoromethyl-2,3-dihydro-1H-isoindole hydrochloride). Reaction SMILES: C(OC([N:8]1[CH2:16][C:15]2[C:10](=[CH:11][C:12]([C:20]([F:23])([F:22])[F:21])=[C:13]([S:17][CH2:18][CH3:19])[CH:14]=2)[CH2:9]1)=O)(C)(C)C.[ClH:24]>>[ClH:24].[CH2:18]([S:17][C:13]1[CH:14]=[C:15]2[C:10](=[CH:11][C:12]=1[C:20]([F:23])([F:21])[F:22])[CH2:9][NH:8][CH2:16]2)[CH3:19] |f:2.3|. Reported procedure: Prepared in analogy to Example A3(e) from 5-ethylsulfanyl-6-trifluoromethyl-1,3-dihydro-isoindole-2-carboxylic acid tert-butyl ester and hydrochloric acid. Yellow solid. MS (m/e): 284.3 ([M+H]+, 100%).